Dataset: the Open Reaction Database (ORD), a public repository of structured organic reaction records. Task: describe an organic reaction: reactants, conditions, products, and yield The reactants are BrC=1C=C(N)C=CC1C (3-bromo-4-methylaniline), C1(CC1)C(=O)Cl (cyclopropanecarbonyl chloride), CN1CCOCC1 (N-methylmorpholine). Run in ClCCl (dichloromethane). Reaction conditions: time 18 hour. Product: BrC=1C=C(C=CC1C)NC(=O)C1CC1 (Cyclopropanecarboxylic acid (3-bromo-4-methyl-phenyl)-amide). RXN SMILES: [Br:1][C:2]1[CH:3]=[C:4]([CH:6]=[CH:7][C:8]=1[CH3:9])[NH2:5].[CH:10]1([C:13](Cl)=[O:14])[CH2:12][CH2:11]1.CN1CCOCC1>ClCCl>[Br:1][C:2]1[CH:3]=[C:4]([NH:5][C:13]([CH:10]2[CH2:12][CH2:11]2)=[O:14])[CH:6]=[CH:7][C:8]=1[CH3:9]. Reported procedure: A mixture of 3-bromo-4-methylaniline (100 mg), cyclopropanecarbonyl chloride (98 mg) and N-methylmorpholine (0.12 ml) in dry dichloromethane (2 ml) was stirred at 20 C for 18 h. The mixture was then partitioned between saturated sodium bicarbonate solution and dichloromethane. The dried extracts were evaporated giving a solid which was used without purification in the next synthetic step (120 mg). The reactants are O(C1=CC=CC=C1)P(=O)(OC1=CC=CC=C1)OC=1[C@@H]([C@@H]2N(C1C(=O)OCC1=CC=C(C=C1)[N+](=O)[O-])C([C@@H]2[C@@H](C)O)=O)C (p-nitrobenzyl (1R,5S,6S)-2-diphenoxyphosphoryloxy-6-[(R)-1-hydroxyethyl]-1-methyl-1-carbapen-2-em-3-carboxylate), Cl.S[C@H]1C[C@H](N(C1)C(=O)OCC1=CC=C(C=C1)[N+](=O)[O-])C1CCN(CC1)C ((2S,4S)-4-mercapto-2-(N-methylpiperidin-4-yl)-N-(p-nitrobenzyloxycarbonyl)pyrrolidine hydrochloride). Product: C(C)(C)N(C(C)C)CC (N,N-diisopropylethylamine), O[C@H](C)[C@@H]1[C@@H]2N(C(=C[C@]2(S[C@H]2C[C@H](NC2)C2CCN(CC2)C)C)C(=O)OCC2=CC=C(C=C2)[N+](=O)[O-])C1=O (p-nitrobenzyl (1R,5S,6S)-6-[(R)-1-hydroxyethyl]-1-methyl-1-[(2S,4S)-2-(N-methylpiperidin-4-yl)pyrrolidin-4-yl-thio]-1-carbapen-2-em-3-carboxylate). The yield is 79.5%. As a reaction SMILES: O(P(O[C:18]1[C@H:19]([CH3:42])[C@H:20]2[C@@H:37]([C@H:38]([OH:40])[CH3:39])[C:36](=[O:41])[N:21]2[C:22]=1[C:23]([O:25][CH2:26][C:27]1[CH:32]=[CH:31][C:30]([N+:33]([O-:35])=[O:34])=[CH:29][CH:28]=1)=[O:24])(OC1C=CC=CC=1)=O)C1C=CC=CC=1.Cl.[SH:44][C@@H:45]1[CH2:49][N:48](C(OCC2C=CC([N+]([O-])=O)=CC=2)=O)[C@H:47]([CH:63]2[CH2:68][CH2:67][N:66]([CH3:69])[CH2:65][CH2:64]2)[CH2:46]1>>[CH:36]([N:21]([CH2:20][CH3:19])[CH:22]([CH3:18])[CH3:23])([CH3:37])[CH3:45].[OH:40][C@@H:38]([C@H:37]1[C:36](=[O:41])[N:21]2[C:22]([C:23]([O:25][CH2:26][C:27]3[CH:32]=[CH:31][C:30]([N+:33]([O-:35])=[O:34])=[CH:29][CH:28]=3)=[O:24])=[CH:18][C@@:19]([CH3:42])([S:44][C@@H:45]3[CH2:49][NH:48][C@H:47]([CH:63]4[CH2:68][CH2:67][N:66]([CH3:69])[CH2:65][CH2:64]4)[CH2:46]3)[C@H:20]12)[CH3:39] |f:1.2|. Procedure: The same procedure as in Example 49-1) was carried out by using p-nitrobenzyl (1R,5S,6S)-2-diphenoxyphosphoryloxy-6-[(R)-1-hydroxyethyl]-1-methyl-1-carbapen-2-em-3-carboxylate (3.86 g, 6.5 mmol), (2S,4S)-4-mercapto-2-(N-methylpiperidin-4-yl)-N-(p-nitrobenzyloxycarbonyl)pyrrolidine hydrochloride (2.88 g, 6.9 mmol, the compound of Reference Example 38 and N,N-diisopropylethylamine (2.61 ml, 15 mmol) to obtain p-nitrobenzyl (1R,5S,6S)-6-[(R)-1-hydroxyethyl]-1-methyl-1-[(2S,4S)-2-(N-methylpiperidin-... The reactants are [OH-].[K+] (KOH), C(C)(C)(C)OC(\C=C\C1=NC=C(C=C1)C=O)=O ((E)-3-(5-formyl-pyridin-2-yl)-acrylic acid tert-butyl ester), CN1CCN(CC1)CC=1C=C(C=CC1)C(C)=O (1-[3-(4-methyl-piperazin-1-ylmethyl)-phenyl]-ethanone). Run in CCO (EtOH), O (water). Conditions: temperature 0 celsius, time 7 hour. The product is CN1CCN(CC1)CC=1C=C(C=CC1)C(/C=C/C=1C=CC(=NC1)/C=C/C(=O)O)=O ((E)-3-(5-{(E)-3-[3-(4-methyl-piperazin-1-ylmethyl)-phenyl]-3-oxo-propenyl}-pyridin-2-yl)-acrylic acid). The yield is 47.4%. Reaction SMILES: [OH-].[K+].C([O:7][C:8](=[O:19])/[CH:9]=[CH:10]/[C:11]1[CH:16]=[CH:15][C:14]([CH:17]=O)=[CH:13][N:12]=1)(C)(C)C.[CH3:20][N:21]1[CH2:26][CH2:25][N:24]([CH2:27][C:28]2[CH:29]=[C:30]([C:34](=[O:36])[CH3:35])[CH:31]=[CH:32][CH:33]=2)[CH2:23][CH2:22]1>CCO.O>[CH3:20][N:21]1[CH2:26][CH2:25][N:24]([CH2:27][C:28]2[CH:29]=[C:30]([C:34](=[O:36])/[CH:35]=[CH:17]/[C:14]3[CH:15]=[CH:16][C:11](/[CH:10]=[CH:9]/[C:8]([OH:7])=[O:19])=[N:12][CH:13]=3)[CH:31]=[CH:32][CH:33]=2)[CH2:23][CH2:22]1 |f:0.1|. Reported procedure: 1.7 M KOH (0.634 ml) was added dropwise to a stirred mixture of (E)-3-(5-formyl-pyridin-2-yl)-acrylic acid tert-butyl ester (see Example 11 STEP A-D, 250 mg, 1.078 mmol) and 1-[3-(4-methyl-piperazin-1-ylmethyl)-phenyl]-ethanone (obtained as described in Preparation 14, 250 mg, 1.078 mmol) in EtOH (15 ml). The resulting solution was stirred at 0° C. for 7 h and then diluted with water and extracted with AcOEt. The organic phase was dried over Na2SO4 and evaporated in vacuo. The crude product was ... Reactants: C1CCOC1, CCCCCCCCCCOCCCC1(c2ccc(C)cc2)OCCO1, Cl. The product is CCCCCCCCCCOCCCC(=O)c1ccc(C)cc1. Reaction SMILES: [CH2:28]1[O:29][CH2:30][CH2:31][CH2:32]1.[CH2:2]([CH2:3][CH2:4][CH2:5][CH2:6][CH2:7][CH2:8][CH2:9][CH2:10][CH3:11])[O:12][CH2:13][CH2:14][CH2:15][C:16]1([c:21]2[cH:22][cH:23][c:24]([CH3:27])[cH:25][cH:26]2)[O:17][CH2:20][CH2:19][O:18]1.[ClH:1]>>[CH2:2]([CH2:3][CH2:4][CH2:5][CH2:6][CH2:7][CH2:8][CH2:9][CH2:10][CH3:11])[O:12][CH2:13][CH2:14][CH2:15][C:16](=[O:17])[c:21]1[cH:22][cH:23][c:24]([CH3:27])[cH:25][cH:26]1. The reactants are S(=O)(=O)(C1=CC=C(C)C=C1)Cl (Tosyl chloride), C1(CC=CCC1)CO (3-cyclohexene-1-methanol), Cl (HCl). Solvent: N1=CC=CC=C1 (pyridine). Conditions: temperature 0 celsius, time 3 hour. The product is S(=O)(=O)(C1=CC=C(C)C=C1)OCC1CC=CCC1 (3-cyclohexene-1-methanol tosylate). Reaction SMILES: [CH:1]1([CH2:7][OH:8])[CH2:6][CH2:5][CH:4]=[CH:3][CH2:2]1.[S:9](Cl)([C:12]1[CH:18]=[CH:17][C:15]([CH3:16])=[CH:14][CH:13]=1)(=[O:11])=[O:10].Cl>N1C=CC=CC=1>[S:9]([O:8][CH2:7][CH:1]1[CH2:6][CH2:5][CH:4]=[CH:3][CH2:2]1)([C:12]1[CH:18]=[CH:17][C:15]([CH3:16])=[CH:14][CH:13]=1)(=[O:11])=[O:10]. Procedure: A 500 mL round bottom flask equipped with a stirring bar was charged with 67.2 g (0.60 mol) 3-cyclohexene-1-methanol, and 170 mL of pyridine. The mixture was cooled to 0° C. Tosyl chloride (120.8 g, 0.63 mol) was slowly added to above mixture at 0–5° C. The reaction was carried out for 3 hrs. The reaction mixture was poured into 1.2 L of HCl solution (1 M), extracted with chloroform (3×200 mL), washed with water (3×200 mL), dried with sodium sulfate. The solvent was evaporated and the residue di... Starting materials: CC(C)(C)OC(=O)N1CC2CC1CN2, Cc1ccc(C(=O)NC2CC2)cc1NC(=O)c1cc(F)ccc1[N+](=O)[O-]. Yields the product Cc1ccc(C(=O)NC2CC2)cc1NC(=O)c1cc(N2CC3CC2CN3C(=O)OC(C)(C)C)ccc1[N+](=O)[O-]. As a reaction SMILES: [C:1]([CH3:2])([CH3:3])([CH3:4])[O:5][C:6](=[O:7])[N:8]1[CH:9]2[CH2:10][NH:11][CH:12]([CH2:13]1)[CH2:14]2.[CH:15]1([NH:18][C:19](=[O:20])[c:21]2[cH:22][cH:23][c:24]([CH3:40])[c:25]([NH:27][C:28]([c:29]3[c:30]([N+:36](=[O:37])[O-:38])[cH:31][cH:32][c:33]([F:35])[cH:34]3)=[O:39])[cH:26]2)[CH2:16][CH2:17]1>>[C:1]([CH3:2])([CH3:3])([CH3:4])[O:5][C:6](=[O:7])[N:8]1[CH:9]2[CH2:10][N:11]([c:33]3[cH:32][cH:31][c:30]([N+:36](=[O:37])[O-:38])[c:29]([C:28]([NH:27][c:25]4[c:24]([CH3:40])[cH:23][cH:22][c:21]([C:19]([NH:18][CH:15]5[CH2:16][CH2:17]5)=[O:20])[cH:26]4)=[O:39])[cH:34]3)[CH:12]([CH2:13]1)[CH2:14]2.